Task: describe an organic reaction: reactants, conditions, products, and yield. Dataset: the Open Reaction Database (ORD), a public repository of structured organic reaction records The product is C1(CCCCC1)N1N=C(C=C1C1=C(N(N=C1C)C1=CC=CC=C1)O)C (2-Cyclohexyl-5,5′-dimethyl-2′-phenyl-2H,2′H-[3,4′]bipyrazolyl-3′-ol). Reactants: C1(=CC=CC=C1)N1N=C(C(C1=O)C(CC(C)=O)=O)C (1-[1-phenyl-3-methyl-5-oxo-4,5-dihydro-1H-pyrazol-4-yl]-butane-1,3-dione), Cl.C1(CCCCC1)NN (cyclohexylhydrazine hydrochloride). As a reaction SMILES: [C:1]1([N:7]2[C:11](=[O:12])[CH:10]([C:13](=O)[CH2:14][C:15](=O)[CH3:16])[C:9]([CH3:19])=[N:8]2)[CH:6]=[CH:5][CH:4]=[CH:3][CH:2]=1.Cl.[CH:21]1([NH:27][NH2:28])[CH2:26][CH2:25][CH2:24][CH2:23][CH2:22]1>>[CH:21]1([N:27]2[C:13]([C:10]3[C:9]([CH3:19])=[N:8][N:7]([C:1]4[CH:6]=[CH:5][CH:4]=[CH:3][CH:2]=4)[C:11]=3[OH:12])=[CH:14][C:15]([CH3:16])=[N:28]2)[CH2:26][CH2:25][CH2:24][CH2:23][CH2:22]1 |f:1.2|. Procedure details: Prepare the title compound from 1-[1-phenyl-3-methyl-5-oxo-4,5-dihydro-1H-pyrazol-4-yl]-butane-1,3-dione and cyclohexylhydrazine hydrochloride according to the procedure of Example 28. Reactants: N1=CC(=CC=C1)[Sn](CCCC)(CCCC)CCCC (3-pyridyltributylstannane), BrC=1C=CC(=NC1)NC(CCC(=O)OC)=O (Methyl 4-[(5-bromo-2-pyridyl)amino]-4-oxo-butanoate), BrC=1C=CC(=NC1)N (5-bromo-2-aminopyridine). The reagents and catalysts are [Pd].C1(=CC=CC=C1)P(C1=CC=CC=C1)C1=CC=CC=C1.C1(=CC=CC=C1)P(C1=CC=CC=C1)C1=CC=CC=C1.C1(=CC=CC=C1)P(C1=CC=CC=C1)C1=CC=CC=C1.C1(=CC=CC=C1)P(C1=CC=CC=C1)C1=CC=CC=C1 (tetrakis(triphenylphosphine) palladium(0)). Run in C1(=CC=CC=C1)C (toluene). Reaction conditions: temperature 150 celsius. Product: O=C(CCC(=O)OC)NC1=NC=C(C=C1)C=1C=NC=CC1 (methyl 4-oxo-4-[[5-(3-pyridyl)-2-pyridyl]amino]butanoate). Yield: 26.0%. As a reaction SMILES: Br[C:2]1[CH:3]=[CH:4][C:5]([NH:8][C:9](=[O:16])[CH2:10][CH2:11][C:12]([O:14][CH3:15])=[O:13])=[N:6][CH:7]=1.Br[C:18]1[CH:19]=[CH:20][C:21](N)=[N:22][CH:23]=1.N1C=CC=C([Sn](CCCC)(CCCC)CCCC)C=1>C1(C)C=CC=CC=1.[Pd].C1(P(C2C=CC=CC=2)C2C=CC=CC=2)C=CC=CC=1.C1(P(C2C=CC=CC=2)C2C=CC=CC=2)C=CC=CC=1.C1(P(C2C=CC=CC=2)C2C=CC=CC=2)C=CC=CC=1.C1(P(C2C=CC=CC=2)C2C=CC=CC=2)C=CC=CC=1>[O:16]=[C:9]([NH:8][C:5]1[CH:4]=[CH:3][C:2]([C:20]2[CH:21]=[N:22][CH:23]=[CH:18][CH:19]=2)=[CH:7][N:6]=1)[CH2:10][CH2:11][C:12]([O:14][CH3:15])=[O:13] |f:4.5.6.7.8|. Procedure: Methyl 4-[(5-bromo-2-pyridyl)amino]-4-oxo-butanoate (Commercially available or prepared as described in example II using as starting material the commercially available: 5-bromo-2-aminopyridine, 200 mg, 0.697 mmol) was dissolved in toluene in a microwave vial and 3-pyridyltributylstannane (0.836 mmol, 0.290 mL) and tetrakis(triphenylphosphine) palladium(0) (0.069 mmol) were added. Argon was bubbling through the mixture for ca. 5 min and the vial was heated under microwave irradiations for 10 min... The reactants are ClC1=CC=C2C(C(=CN(C2=C1)C1=CC=CC=C1)CNC(OC1=CC=C(C=C1)[N+](=O)[O-])=O)=O (4-nitrophenyl (7-chloro-4-oxo-1-phenyl-1,4-dihydroquinolin-3-yl)methylcarbamate), CN1CCNCC1 (4-methyl-piperazine). The product is ClC1=CC=C2C(C(=CN(C2=C1)C1=CC=CC=C1)CNC(=O)N1CCN(CC1)C)=O (4-Methyl-piperazine-1-carboxylic acid (7-chloro-4-oxo-1-phenyl-1,4-dihydro-quinolin-3-ylmethyl)-amide). As a reaction SMILES: [Cl:1][C:2]1[CH:11]=[C:10]2[C:5]([C:6](=[O:32])[C:7]([CH2:18][NH:19][C:20](=O)[O:21]C3C=CC([N+]([O-])=O)=CC=3)=[CH:8][N:9]2[C:12]2[CH:17]=[CH:16][CH:15]=[CH:14][CH:13]=2)=[CH:4][CH:3]=1.[CH3:33][N:34]1[CH2:39][CH2:38][NH:37][CH2:36][CH2:35]1>>[Cl:1][C:2]1[CH:11]=[C:10]2[C:5]([C:6](=[O:32])[C:7]([CH2:18][NH:19][C:20]([N:37]3[CH2:38][CH2:39][N:34]([CH3:33])[CH2:35][CH2:36]3)=[O:21])=[CH:8][N:9]2[C:12]2[CH:13]=[CH:14][CH:15]=[CH:16][CH:17]=2)=[CH:4][CH:3]=1. Procedure: 4-Methyl-piperazine-1-carboxylic acid (7-chloro-4-oxo-1-phenyl-1,4-dihydro-quinolin-3-ylmethyl)-amide was prepared starting from intermediate M and 4-methyl-piperazine. MS calcd. for C22H24ClN4O2 [(M+H)+] 411.2, obsd. 411.0. Reactants: C(C1=CC=CC=C1)O[C@@H]1[C@H](O[C@@]([C@@H]([C@H]1OCC1=CC=CC=C1)OCC1=CC=CC=C1)(OC)C1=CC(=C(C=C1)Cl)CC1=CC=C(C=C1)OCC1=CC=CC=C1)CO ([(2R,3R,4S,5R,6S)-3,4,5-tribenzyloxy-6-[3-[(4-benzyloxyphenyl)methyl]-4-chloro-phenyl]-6-methoxy-tetrahydropyran-2-yl]methanol), I(=O)(=O)C1=C(C(=O)O)C=CC=C1 (2-iodoxybenzoic acid). The solvent is ClCCl (dichloromethane). Product: C(C1=CC=CC=C1)O[C@@H]1[C@H](O[C@@]([C@@H]([C@H]1OCC1=CC=CC=C1)OCC1=CC=CC=C1)(OC)C1=CC(=C(C=C1)Cl)CC1=CC=C(C=C1)OCC1=CC=CC=C1)C=O ((2S,3S,4S,5R,6S)-3,4,5-tribenzyloxy-6-[3-[(4-benzyloxyphenyl)methyl]-4-chloro-phenyl]-6-methoxy-tetrahydropyran-2-carbaldehyde). The yield is 100.0%. Reaction SMILES: [CH2:1]([O:8][C@H:9]1[C@H:14]([O:15][CH2:16][C:17]2[CH:22]=[CH:21][CH:20]=[CH:19][CH:18]=2)[C@@H:13]([O:23][CH2:24][C:25]2[CH:30]=[CH:29][CH:28]=[CH:27][CH:26]=2)[C@@:12]([C:33]2[CH:38]=[CH:37][C:36]([Cl:39])=[C:35]([CH2:40][C:41]3[CH:46]=[CH:45][C:44]([O:47][CH2:48][C:49]4[CH:54]=[CH:53][CH:52]=[CH:51][CH:50]=4)=[CH:43][CH:42]=3)[CH:34]=2)([O:31][CH3:32])[O:11][C@@H:10]1[CH2:55][OH:56])[C:2]1[CH:7]=[CH:6][CH:5]=[CH:4][CH:3]=1.I(C1C=CC=CC=1C(O)=O)(=O)=O>ClCCl>[CH2:1]([O:8][C@H:9]1[C@H:14]([O:15][CH2:16][C:17]2[CH:18]=[CH:19][CH:20]=[CH:21][CH:22]=2)[C@@H:13]([O:23][CH2:24][C:25]2[CH:30]=[CH:29][CH:28]=[CH:27][CH:26]=2)[C@@:12]([C:33]2[CH:38]=[CH:37][C:36]([Cl:39])=[C:35]([CH2:40][C:41]3[CH:42]=[CH:43][C:44]([O:47][CH2:48][C:49]4[CH:54]=[CH:53][CH:52]=[CH:51][CH:50]=4)=[CH:45][CH:46]=3)[CH:34]=2)([O:31][CH3:32])[O:11][C@@H:10]1[CH:55]=[O:56])[C:2]1[CH:3]=[CH:4][CH:5]=[CH:6][CH:7]=1. Reported procedure: To a solution of [(2R,3R,4S,5R,6S)-3,4,5-tribenzyloxy-6-[3-[(4-benzyloxyphenyl)methyl]-4-chloro-phenyl]-6-methoxy-tetrahydropyran-2-yl]methanol 25h (1.0 g, 1.3 mmol) in dichloromethane (20 mL) was added 2-iodoxybenzoic acid (1.09 g, 3.9 mmol) at room temperature. The mixture was refluxed for 16 hours. The reaction mixture was cooled to room temperature and filtered. The filtrate was concentrated in vacuo to give the title compound 25i as a yellow solid (1.0 g, 100%). This material was not furthe... Reactants: CC(C)N, Fc1ccc(Br)cc1COCC#CCBr, C1CCOC1. The product is CC(C)NCC#CCOCc1cc(Br)ccc1F. As a reaction SMILES: [CH3:1][CH:2]([CH3:3])[NH2:4].[F:5][c:6]1[c:7]([CH2:8][O:9][CH2:10][C:11]#[C:12][CH2:13][Br:14])[cH:15][c:16]([Br:19])[cH:17][cH:18]1.[O:20]1[CH2:21][CH2:22][CH2:23][CH2:24]1>>[CH3:1][CH:2]([CH3:3])[NH:4][CH2:13][C:12]#[C:11][CH2:10][O:9][CH2:8][c:7]1[c:6]([F:5])[cH:18][cH:17][c:16]([Br:19])[cH:15]1. Reactants: CC1(C(=O)O)CC1, C(=NC1CCCCC1)=NC1CCCCC1, Nc1ccc(OC(F)F)c(C(F)(F)F)c1, C1CCOC1. The product is CC1(C(=O)Nc2ccc(OC(F)F)c(C(F)(F)F)c2)CC1. RXN SMILES: [CH3:1][C:2]1([C:5](=[O:6])[OH:7])[CH2:3][CH2:4]1.[CH:23]1([N:24]=[C:25]=[N:26][CH:27]2[CH2:28][CH2:29][CH2:30][CH2:31][CH2:32]2)[CH2:33][CH2:34][CH2:35][CH2:36][CH2:37]1.[F:8][C:9]([c:10]1[cH:11][c:12]([NH2:13])[cH:14][cH:15][c:16]1[O:17][CH:18]([F:19])[F:20])([F:21])[F:22].[O:38]1[CH2:39][CH2:40][CH2:41][CH2:42]1>>[CH3:1][C:2]1([C:5](=[O:7])[NH:13][c:12]2[cH:11][c:10]([C:9]([F:8])([F:21])[F:22])[c:16]([O:17][CH:18]([F:19])[F:20])[cH:15][cH:14]2)[CH2:3][CH2:4]1.